From a dataset of the Open Reaction Database (ORD), a public repository of structured organic reaction records. describe an organic reaction: reactants, conditions, products, and yield The reactants are C1CCOC1, COC(=O)CSc1cnc(NC(=O)N(CC(F)(F)c2ccccc2)C2CCC(C)CC2)s1, [Li+], [OH-], O, O. The product is CC1CCC(N(CC(F)(F)c2ccccc2)C(=O)Nc2ncc(SCC(=O)O)s2)CC1. RXN SMILES: [CH2:36]1[O:37][CH2:38][CH2:39][CH2:40]1.[CH3:1][O:2][C:3]([CH2:4][S:5][c:6]1[cH:7][n:8][c:9]([NH:11][C:12](=[O:13])[N:14]([CH:15]2[CH2:16][CH2:17][CH:18]([CH3:21])[CH2:19][CH2:20]2)[CH2:22][C:23]([c:24]2[cH:25][cH:26][cH:27][cH:28][cH:29]2)([F:30])[F:31])[s:10]1)=[O:32].[Li+:34].[OH-:33].[OH2:35].[OH2:41]>>[O:2]=[C:3]([CH2:4][S:5][c:6]1[cH:7][n:8][c:9]([NH:11][C:12](=[O:13])[N:14]([CH:15]2[CH2:16][CH2:17][CH:18]([CH3:21])[CH2:19][CH2:20]2)[CH2:22][C:23]([c:24]2[cH:25][cH:26][cH:27][cH:28][cH:29]2)([F:30])[F:31])[s:10]1)[OH:32]. The solvent is O1CCCC1 (tetrahydrofuran). Isolated yield 85.0%. The product is CC1=NC(=CN=C1)N1C(=NC(=C1)C#CC1=CC(=NC=C1)C)C (2-Methyl-6-[2-methyl-4-(2-methyl-pyridin-4-ylethynyl)-imidazol-1-yl]-pyrazine), solid. Reactants: ClC1=NC(=CN=C1)N1C(=NC(=C1)C#CC1=CC(=NC=C1)C)C (2-Chloro-6-[2-methyl-4-(2-methyl-pyridin-4-ylethynyl)-imidazol-1-yl]-pyrazine), C([O-])(O)=O.[Na+] (sodium bicarbonate), C[Zn]C (Dimethylzinc), tetrakis(triphenylphosphin)palladium. As a reaction SMILES: Cl[C:2]1[CH:7]=[N:6][CH:5]=[C:4]([N:8]2[CH:12]=[C:11]([C:13]#[C:14][C:15]3[CH:20]=[CH:19][N:18]=[C:17]([CH3:21])[CH:16]=3)[N:10]=[C:9]2[CH3:22])[N:3]=1.[CH3:23][Zn]C.C(=O)(O)[O-].[Na+]>O1CCCC1>[CH3:23][C:2]1[CH:7]=[N:6][CH:5]=[C:4]([N:8]2[CH:12]=[C:11]([C:13]#[C:14][C:15]3[CH:20]=[CH:19][N:18]=[C:17]([CH3:21])[CH:16]=3)[N:10]=[C:9]2[CH3:22])[N:3]=1 |f:2.3|. Reported procedure: 2-Chloro-6-[2-methyl-4-(2-methyl-pyridin-4-ylethynyl)-imidazol-1-yl]-pyrazine (27)(300 mg, 0.968 mmol) was dissolved in 5 mL dry tetrahydrofuran. Dimethylzinc (1.2 mL, 2M in toluene) and tetrakis(triphenylphosphin)palladium (23 mg, 0.02 mmol) were added. The reaction mixture was refluxed for 2 h and poured into 50 mL sat. sodium bicarbonate solution. The mixture was extracted three times with ethyl acetate (50 mL each). The combined organic extracts were dried with magnesium sulfate, filtered an... Reactants: BrCCCCCCOc1ccccc1, COC(=O)C(=O)c1ccc(O)cc1, CN(C)C=O, [H-], [Na+]. Yields the product COC(=O)C(=O)c1ccc(OCCCCCCOc2ccccc2)cc1. RXN SMILES: [Br:16][CH2:17][CH2:18][CH2:19][CH2:20][CH2:21][CH2:22][O:23][c:24]1[cH:25][cH:26][cH:27][cH:28][cH:29]1.[CH3:1][O:2][C:3]([C:4]([c:5]1[cH:6][cH:7][c:8]([OH:11])[cH:9][cH:10]1)=[O:12])=[O:13].[CH3:30][N:31]([CH3:32])[CH:33]=[O:34].[H-:14].[Na+:15]>>[CH3:1][O:2][C:3]([C:4]([c:5]1[cH:6][cH:7][c:8]([O:11][CH2:17][CH2:18][CH2:19][CH2:20][CH2:21][CH2:22][O:23][c:24]2[cH:25][cH:26][cH:27][cH:28][cH:29]2)[cH:9][cH:10]1)=[O:12])=[O:13]. The reactants are O=C([O-])[O-], CN(C)C=O, O=Cc1ccc(OCCCl)cc1, [K+], [K+], O=c1[nH]c2ccccc2o1. Product: O=Cc1ccc(OCCn2c(=O)oc3ccccc32)cc1. As a reaction SMILES: [C:11](=[O:12])([O-:13])[O-:14].[CH3:29][N:30]([CH3:31])[CH:32]=[O:33].[Cl:17][CH2:18][CH2:19][O:20][c:21]1[cH:22][cH:23][c:24]([CH:25]=[O:26])[cH:27][cH:28]1.[K+:15].[K+:16].[o:1]1[c:2](=[O:10])[nH:3][c:4]2[c:5]1[cH:6][cH:7][cH:8][cH:9]2>>[o:1]1[c:2](=[O:10])[n:3]([CH2:18][CH2:19][O:20][c:21]2[cH:22][cH:23][c:24]([CH:25]=[O:26])[cH:27][cH:28]2)[c:4]2[c:5]1[cH:6][cH:7][cH:8][cH:9]2. Reactants: C(C1=CC=CC=C1)(=O)N1C[C@@H]2C=3C(=C(C=CC13)I)C[C@@H](C2)N(CCC)CCC ((2aS,4R)-1-benzoyl-6-iodo-4-(di-n-propylamino)-1,2,2a,3,4,5-hexahydrobenz[cd]indole), [OH-].[K+] (potassium hydroxide). Solvent: O (water). Product: IC1=C2C=3[C@@H](CNC3C=C1)C[C@H](C2)N(CCC)CCC ((2aS,4R)-6-iodo-4-(di-n-propylamino)-1,2,2a,3,4,5-hexahydrobenz[cd]indole). The yield is 96.7%. RXN SMILES: C([N:9]1[C:17]2[CH:16]=[CH:15][C:14]([I:18])=[C:13]3[CH2:19][C@H:20]([N:22]([CH2:26][CH2:27][CH3:28])[CH2:23][CH2:24][CH3:25])[CH2:21][C@@H:11]([C:12]=23)[CH2:10]1)(=O)C1C=CC=CC=1.[OH-].[K+]>O>[I:18][C:14]1[CH:15]=[CH:16][C:17]2[NH:9][CH2:10][C@H:11]3[CH2:21][C@@H:20]([N:22]([CH2:26][CH2:27][CH3:28])[CH2:23][CH2:24][CH3:25])[CH2:19][C:13]=1[C:12]=23 |f:1.2|. Reported procedure: A mixture of 100 g (0.21 mol) of (2aS,4R)-1-benzoyl-6-iodo-4-(di-n-propylamino)-1,2,2a,3,4,5-hexahydrobenz[cd]indole and 1 liter of 1M ethanolic potassium hydroxide was refluxed under nitrogen for 5 hours. The cooled mixture was diluted with two volumes of water, and the product was extracted into methylene chloride. After drying the extract over sodium sulfate the solvent was evaporated leaving 78 g of the debenzoylated product as a light brown oil. Starting materials: FC(C(=O)O)(F)F (Trifluoroacetic acid), ClC1=C2C(N(C(=NC2=CC=C1)[C@H](C)NC(OC(C)(C)C)=O)C1=CC=CC=C1)=O ((5)-tert-butyl 1-(5-chloro-4-oxo-3-phenyl-3,4-dihydroquinazolin-2-yl)ethylcarbamate). Solvent: ClCCl (dichloromethane). Conditions: time 3 hour. Product: FC(C(=O)O)(F)F.N[C@@H](C)C1=NC2=CC=CC(=C2C(N1C1=CC=CC=C1)=O)Cl ((S)-2-(1-aminoethyl)-5-chloro-3-phenylquinazolin-4(3H)-one 2,2,2-trifluoroacetic acid salt). As a reaction SMILES: [F:1][C:2]([F:7])([F:6])[C:3]([OH:5])=[O:4].[Cl:8][C:9]1[CH:18]=[CH:17][CH:16]=[C:15]2[C:10]=1[C:11](=[O:35])[N:12]([C:29]1[CH:34]=[CH:33][CH:32]=[CH:31][CH:30]=1)[C:13]([C@@H:19]([NH:21]C(=O)OC(C)(C)C)[CH3:20])=[N:14]2>ClCCl>[F:1][C:2]([F:7])([F:6])[C:3]([OH:5])=[O:4].[NH2:21][C@H:19]([C:13]1[N:12]([C:29]2[CH:30]=[CH:31][CH:32]=[CH:33][CH:34]=2)[C:11](=[O:35])[C:10]2[C:15](=[CH:16][CH:17]=[CH:18][C:9]=2[Cl:8])[N:14]=1)[CH3:20] |f:3.4|. Procedure: Trifluoroacetic acid (3 mL) was added to a solution of (5)-tert-butyl 1-(5-chloro-4-oxo-3-phenyl-3,4-dihydroquinazolin-2-yl)ethylcarbamate (1 g, 2.5 mmol) in dichloromethane (3 mL). The resultant was stirred at room temperature for 3 hours. The solvents was removed in vacuuo to afford (S)-2-(1-aminoethyl)-5-chloro-3-phenylquinazolin-4(3H)-one 2,2,2-trifluoroacetic acid salt. ES/MS m/z=300.1 (M+H+).